From a dataset of the Open Reaction Database (ORD), a public repository of structured organic reaction records. describe an organic reaction: reactants, conditions, products, and yield Starting materials: crude material, C1=CC=CC=2C3=CC=CC=C3C(C12)COC(=O)NC(C(=O)OC)C(C)=O (methyl 2-((((9H-fluoren-9-yl)methoxy)carbonyl)amino)-3-oxobutanoate), Cl.C(C)(C)NN (isopropylhydrazine hydrochloride). The solvent is CC(C)O (IPA), O (water), Cl (HCl), C(C)O (ethanol). Product: C(C)(C)N1NC(=C(C1=O)NC(OCC1C2=CC=CC=C2C=2C=CC=CC12)=O)C ((9H-Fluoren-9-yl)methyl (2-isopropyl-5-methyl-3-oxo-2,3-dihydro-1H-pyrazol-4-yl)carbamate). Reaction SMILES: [CH:1]1[C:13]2[CH:12]([CH2:14][O:15][C:16]([NH:18][CH:19]([C:24](=O)[CH3:25])[C:20](OC)=[O:21])=[O:17])[C:11]3[C:6](=[CH:7][CH:8]=[CH:9][CH:10]=3)[C:5]=2[CH:4]=[CH:3][CH:2]=1.Cl.[CH:28]([NH:31][NH2:32])([CH3:30])[CH3:29]>Cl.C(O)C.CC(O)C.O>[CH:28]([N:31]1[C:20](=[O:21])[C:19]([NH:18][C:16](=[O:17])[O:15][CH2:14][CH:12]2[C:11]3[CH:10]=[CH:9][CH:8]=[CH:7][C:6]=3[C:5]3[C:13]2=[CH:1][CH:2]=[CH:3][CH:4]=3)=[C:24]([CH3:25])[NH:32]1)([CH3:30])[CH3:29] |f:1.2|. Procedure details: To a solution of methyl 2-((((9H-fluoren-9-yl)methoxy)carbonyl)amino)-3-oxobutanoate (2.766 g, 7.83 mmol) in 1.25M HCl in ethanol (25 mL) was added isopropylhydrazine hydrochloride (1.298 g, 11.74 mmol). The reaction mixture was stirred at reflux. Upon completion the reaction mixture was cooled to room temperature and the solvent was removed under reduced pressure. The crude material was adsorbed onto silica and purification by chromatography using a gradient of 0-100% EtOAc in iso-hexane and 10... Starting materials: BrC1=CC(=C(C=C1)C(=O)N1CCN(CC1)C1=NC=C(C=C1C)C)C ((4-bromo-2-methylphenyl) [4-(3,5-dimethylpyridin-2-yl)piperazin-1-yl]methanone), CN1C(NCC1)=O (1-methylimidazolidin-2-one). Yields the product CC=1C(=NC=C(C1)C)N1CCN(CC1)C(=O)C1=C(C=C(C=C1)N1C(N(CC1)C)=O)C (1-{4-[4-(3,5-dimethylpyridin-2-yl)piperazine-1-carbonyl]-3-methylphenyl}-3-methylimidazolidin-2-one). Isolated yield 83.0%. As a reaction SMILES: Br[C:2]1[CH:7]=[CH:6][C:5]([C:8]([N:10]2[CH2:15][CH2:14][N:13]([C:16]3[C:21]([CH3:22])=[CH:20][C:19]([CH3:23])=[CH:18][N:17]=3)[CH2:12][CH2:11]2)=[O:9])=[C:4]([CH3:24])[CH:3]=1.[CH3:25][N:26]1[CH2:30][CH2:29][NH:28][C:27]1=[O:31]>>[CH3:22][C:21]1[C:16]([N:13]2[CH2:14][CH2:15][N:10]([C:8]([C:5]3[CH:6]=[CH:7][C:2]([N:28]4[CH2:29][CH2:30][N:26]([CH3:25])[C:27]4=[O:31])=[CH:3][C:4]=3[CH3:24])=[O:9])[CH2:11][CH2:12]2)=[N:17][CH:18]=[C:19]([CH3:23])[CH:20]=1. Reported procedure: Using (4-bromo-2-methylphenyl) [4-(3,5-dimethylpyridin-2-yl)piperazin-1-yl]methanone (233 mg) described in Preparation Example 118 and 1-methylimidazolidin-2-one (90 mg) and by the reaction and treatment in the same manner as in Example 1, the title compound (203 mg) was obtained. Starting materials: CCCCc1cn(C(C)(C)C)sc1=NC(=O)C12CCC(C)(C(=O)O1)C2(C)C, CCO, Cl, [K+], [OH-], O. The product is CCCCc1cn(C(C)(C)C)sc1=NC(=O)C1(O)CCC(C)(C(=O)O)C1(C)C. As a reaction SMILES: [CH2:1]([CH2:2][CH2:3][CH3:4])[c:5]1[cH:6][n:7]([C:24]([CH3:25])([CH3:26])[CH3:27])[s:8][c:9]1=[N:10][C:11](=[O:12])[C:13]12[O:14][C:15](=[O:23])[C:16]([CH3:22])([CH2:17][CH2:18]1)[C:19]2([CH3:20])[CH3:21].[CH3:31][CH2:32][OH:33].[ClH:30].[K+:29].[OH-:28].[OH2:34]>>[CH2:1]([CH2:2][CH2:3][CH3:4])[c:5]1[cH:6][n:7]([C:24]([CH3:25])([CH3:26])[CH3:27])[s:8][c:9]1=[N:10][C:11](=[O:12])[C:13]1([OH:28])[CH2:18][CH2:17][C:16]([C:15]([OH:14])=[O:23])([CH3:22])[C:19]1([CH3:20])[CH3:21]. The product is CN(C)C1(c2ccccc2)CCC(=CC(=O)Nc2ccc(F)cc2)CC1. Reactants: CN1CCOCC1, CN(C)C1(c2ccccc2)CCC(=CC(=O)O)CC1, CN(C)C=O, C(=NC1CCCCC1)=NC1CCCCC1, Cl, Nc1ccc(F)cc1, [Na+], [OH-], O, On1nnc2ccccc21. As a reaction SMILES: [CH3:19][N:20]1[CH2:21][CH2:22][O:23][CH2:24][CH2:25]1.[CH3:27][N:28]([C:29]1([c:39]2[cH:40][cH:41][cH:42][cH:43][cH:44]2)[CH2:30][CH2:31][C:32](=[CH:35][C:36](=[O:37])[OH:38])[CH2:33][CH2:34]1)[CH3:45].[CH3:63][N:64]([CH3:65])[CH:66]=[O:67].[CH:46]1([N:47]=[C:48]=[N:49][CH:50]2[CH2:51][CH2:52][CH2:53][CH2:54][CH2:55]2)[CH2:56][CH2:57][CH2:58][CH2:59][CH2:60]1.[ClH:26].[NH2:11][c:12]1[cH:13][cH:14][c:15]([F:16])[cH:17][cH:18]1.[Na+:62].[OH-:61].[OH2:68].[OH:1][n:2]1[c:3]2[cH:4][cH:5][cH:6][cH:7][c:8]2[n:9][n:10]1>>[NH:11]([c:12]1[cH:13][cH:14][c:15]([F:16])[cH:17][cH:18]1)[C:36]([CH:35]=[C:32]1[CH2:31][CH2:30][C:29]([N:28]([CH3:27])[CH3:45])([c:39]2[cH:40][cH:41][cH:42][cH:43][cH:44]2)[CH2:34][CH2:33]1)=[O:37]. The reactants are S(O)(O)(=O)=O (sulphuric acid), C1(=CC=CC=C1)C1CCC(N1)C(=O)O ((2RS,5SR)-5-phenylproline), C(C)O (ethanol). Conditions: temperature 80 celsius, time 5 hour. Product: C1(=CC=CC=C1)C1CCC(N1)C(=O)OCC (ethyl (2RS,5SR)-5-phenylprolinate). As a reaction SMILES: S(=O)(=O)(O)O.[C:6]1([CH:12]2[NH:16][CH:15]([C:17]([OH:19])=[O:18])[CH2:14][CH2:13]2)[CH:11]=[CH:10][CH:9]=[CH:8][CH:7]=1.[CH2:20](O)[CH3:21]>>[C:6]1([CH:12]2[NH:16][CH:15]([C:17]([O:19][CH2:20][CH3:21])=[O:18])[CH2:14][CH2:13]2)[CH:7]=[CH:8][CH:9]=[CH:10][CH:11]=1. Procedure: Ethyl (2RS,5SR)-5-phenylprolinate may be obtained as follows: 0.5 cm3 of concentrated sulphuric acid is added dropwise to a solution of 5.5 g of (2RS,5SR)-5-phenylproline in 50 cm3 of ethanol. The reaction mixture is then stirred at a temperature in the vicinity of 80° C. for five hours, then cooled to a temperature in the vicinity of 20° C. and concentrated under reduced pressure. The residue is taken up in 50 cm3 of water, brought to a pH in the vicinity of 9 by a normal aqueous sodium hydroxi... The reactants are hexamethylentetramine, ClC=1C=C(C=CC1Cl)N=C=O (3,4-dichlorophenylisocyanate), 3,3-trichloropropene, ClC(=CCN)Cl (N-(3,3-dichloroallyl)-amine). Run in C(C)OCC (ethyl ether). Product: ClC(=CCNC(=O)NC1=CC(=C(C=C1)Cl)Cl)Cl ((3,3-dichloroallyl)-N'(3,4-dichlorophenyl) urea). Reaction SMILES: [Cl:1][C:2]1[CH:3]=[C:4]([N:9]=[C:10]=[O:11])[CH:5]=[CH:6][C:7]=1[Cl:8].[Cl:12][C:13]([Cl:17])=[CH:14][CH2:15][NH2:16]>C(OCC)C>[Cl:12][C:13]([Cl:17])=[CH:14][CH2:15][NH:16][C:10]([NH:9][C:4]1[CH:5]=[CH:6][C:7]([Cl:8])=[C:2]([Cl:1])[CH:3]=1)=[O:11]. Reported procedure: To 0.02 mol of 3,4-dichlorophenylisocyanate, dissolved in 40 ml of ethyl ether, were admixed, at room temperature, 0.02 mol of N-(3,3-dichloroallyl)-amine (prepared starting from 3,3-trichloropropene with hexamethylentetramine--see e.g., Italian patent application No. 28,867 A/76).